Dataset: the Open Reaction Database (ORD), a public repository of structured organic reaction records. Task: describe an organic reaction: reactants, conditions, products, and yield Reactants: CC(CCS(=O)(=O)[O-])CCCC (2-methyl-hexylmesylate), [1α,2β(Z),3β,4α]-7-[3-(hydroxymethyl)-7-oxabicyclo[2.2.1]hept-2-yl]-5-heptenoic acid, methyl ester, [OH-].[K+] (KOH). Solvent: C=1(C(=CC=CC1)C)C (xylene), C=1(C(=CC=CC1)C)C (xylene), C=1(C(=CC=CC1)C)C (xylene). The product is C(CCCCC)OCCCCCC (n-hexyl ether). Isolated yield 14.3%. Reaction SMILES: [OH-:1].[K+].C[CH:4]([CH2:11][CH2:12][CH2:13][CH3:14])[CH2:5]CS([O-])(=O)=O>C1(C)C(C)=CC=CC=1>[CH2:5]([O:1][CH2:5][CH2:4][CH2:11][CH2:12][CH2:13][CH3:14])[CH2:4][CH2:11][CH2:12][CH2:13][CH3:14] |f:0.1|. Reported procedure: A mixture of 0.67 g (120 mmol) of powdered KOH in 20 ml of dry xylene was heated to reflux and ~10 ml of xylene was removed by distillation. To this stirred mixture was added a solution of 400 mg (1.49 mmol) of [1α,2β(Z),3β,4α]-7-[3-(hydroxymethyl)-7-oxabicyclo[2.2.1]hept-2-yl]-5-heptenoic acid, methyl ester prepared as described in U.S. Pat. No. 4,143,054 in 6 ml of xylene. Approximately 10 ml of xylene was removed by distillation to afford a clear solution with a gummy precipitate adhering to ...